The task is: describe an organic reaction: reactants, conditions, products, and yield. This data is from the Open Reaction Database (ORD), a public repository of structured organic reaction records. RXN SMILES: [Al+3:20].[CH3:15][C:16]([Cl:17])=[O:18].[CH3:1][C:2]1([CH3:14])[O:3][c:4]2[cH:5][cH:6][cH:7][cH:8][c:9]2[C:10]([CH3:12])([CH3:13])[CH2:11]1.[Cl-:19].[Cl-:21].[Cl-:22].[N+:23]([CH3:24])([O-:25])=[O:26]>>[CH3:1][C:2]1([CH3:14])[O:3][c:4]2[cH:5][cH:6][c:7]([C:16]([CH3:15])=[O:18])[cH:8][c:9]2[C:10]([CH3:12])([CH3:13])[CH2:11]1. The product is CC(=O)c1ccc2c(c1)C(C)(C)CC(C)(C)O2. Reactants: [Al+3], CC(=O)Cl, CC1(C)CC(C)(C)c2ccccc2O1, [Cl-], [Cl-], [Cl-], C[N+](=O)[O-]. The reactants are O (Water), C1(=CC=C(C=C1)S(=O)(=O)C[N+]#[C-])C (toluene-4-sulfonylmethylisocyanide), C([O-])([O-])=O.[K+].[K+] (potassium carbonate), C(C)OC(C=1C=CC(=NC1)C=O)OCC (5-(diethoxymethyl)picolinaldehyde). Solvent: CO (methanol). Conditions: time 8 hour. Yields the product C(C)OC(C=1C=CC(=NC1)C1=CN=CO1)OCC (5-(5-(diethoxymethyl)pyridin-2-yl)oxazole). Isolated yield 91.7%. As a reaction SMILES: [CH2:1]([O:3][CH:4]([O:13][CH2:14][CH3:15])[C:5]1[CH:6]=[CH:7][C:8]([CH:11]=[O:12])=[N:9][CH:10]=1)[CH3:2].C1(C)C=CC(S([CH2:25][N+:26]#[C-:27])(=O)=O)=CC=1.C(=O)([O-])[O-].[K+].[K+].O>CO>[CH2:14]([O:13][CH:4]([O:3][CH2:1][CH3:2])[C:5]1[CH:6]=[CH:7][C:8]([C:11]2[O:12][CH:27]=[N:26][CH:25]=2)=[N:9][CH:10]=1)[CH3:15] |f:2.3.4|. Procedure details: In methanol (5 mL) was dissolved 5-(diethoxymethyl)picolinaldehyde (148 mg, 0.707 mmol) obtained in Step 1. To the solution were added toluene-4-sulfonylmethylisocyanide (345 mg, 1.77 mmol) and potassium carbonate (244 mg, 1.77 mmol) and the mixture was stirred at room temperature for 8 hours. Water was added to the reaction mixture. Extraction with ethyl acetate, washing with saturated brine and drying over anhydrous sodium sulfate were performed. After filtration, the solvent in the filtrate w... Solvent: O (water). Reactants: N (ammonia), C(#N)C=1C(=CC=2N(C1C)N=C(N2)C(CCCC)CC)O (6-cyano-2-(1-ethylpentyl)-7-hydroxy-5-methyl[1,2,4]triazolo[2,3-a]pyridine), O=P(Cl)(Cl)Cl (phosphorus oxytrichloride), CO (methanol). Procedure: 272 g of 6-cyano-2-(1-ethylpentyl)-7-hydroxy-5-methyl[1,2,4]triazolo[2,3-a]pyridine were introduced into 250 g of phosphorus oxytrichloride and stirred at 105° C. for 4 hours. Then 250 g of methanol were added dropwise, the mixture was briefly boiled and 250 ml of water were run in. The solution was cooled and, at 10° to 20° C., the pH was adjusted to 7.5 with aqueous ammonia, when the target product precipitated. It was filtered off with suction, washed with water and dried at 50° C. under redu... Reaction SMILES: [C:1]([C:3]1[C:4](O)=[CH:5][C:6]2[N:7]([N:10]=[C:11]([CH:13]([CH2:18][CH3:19])[CH2:14][CH2:15][CH2:16][CH3:17])[N:12]=2)[C:8]=1[CH3:9])#[N:2].O=P(Cl)(Cl)[Cl:23].CO.N>O>[Cl:23][C:4]1[C:3]([C:1]#[N:2])=[C:8]([CH3:9])[N:7]2[N:10]=[C:11]([CH:13]([CH2:18][CH3:19])[CH2:14][CH2:15][CH2:16][CH3:17])[N:12]=[C:6]2[CH:5]=1. Yields the product ClC1=CC=2N(C(=C1C#N)C)N=C(N2)C(CCCC)CC (7-Chloro-6-cyano-2-(1-ethylpentyl)-5-methyl[1,2,4]triazolo[2,3-a]pyridine). Reaction conditions: temperature 105 celsius, time 4 hour. Procedure: To a solution of 2 g of 4-Carboxymethoxy-7-methyl-quinoline-2-carboxylic acid ethyl ester in 30 ml of DCM, 3.6 g of EDC, 3.4 g of pentafluorophenol, 2.2 g of NEM was added and the reaction mixture was stirred at RT for 2 h. Then, 5.3 g of (S)-Pyrrolidine-2-carboxylic acid cyclobutylamide trifluoroacetate and 2.1 g of NEM in 10 ml of DCM was added. After 16 h the reaction mixture was diluted with water and extracted with DCM (3×150 ml). The combined organic phases were dried over MgSO4 and the so... Solvent: C(Cl)Cl (DCM), C(Cl)Cl (DCM), O (water). The product is C(C)OC(=O)C1=NC2=CC(=CC=C2C(=C1)OCC(=O)N1[C@@H](CCC1)C(NC1CCC1)=O)C (4-[2-((S)-2-Cyclobutylcarbamoyl-pyrrolidin-1-yl)-2-oxo-ethoxy]-7-methyl-quinoline-2-carboxylic acid ethyl ester). Reaction SMILES: [CH2:1]([O:3][C:4]([C:6]1[CH:15]=[C:14]([O:16][CH2:17][C:18]([OH:20])=O)[C:13]2[C:8](=[CH:9][C:10]([CH3:21])=[CH:11][CH:12]=2)[N:7]=1)=[O:5])[CH3:2].C(Cl)CCl.FC1C(O)=C(F)C(F)=C(F)C=1F.FC(F)(F)C(O)=O.[CH:45]1([NH:49][C:50]([C@@H:52]2[CH2:56][CH2:55][CH2:54][NH:53]2)=[O:51])[CH2:48][CH2:47][CH2:46]1>C(Cl)Cl.O>[CH2:1]([O:3][C:4]([C:6]1[CH:15]=[C:14]([O:16][CH2:17][C:18]([N:53]2[CH2:54][CH2:55][CH2:56][C@H:52]2[C:50](=[O:51])[NH:49][CH:45]2[CH2:46][CH2:47][CH2:48]2)=[O:20])[C:13]2[C:8](=[CH:9][C:10]([CH3:21])=[CH:11][CH:12]=2)[N:7]=1)=[O:5])[CH3:2] |f:3.4|. The reactants are FC(C(=O)O)(F)F.C1(CCC1)NC(=O)[C@H]1NCCC1 ((S)-Pyrrolidine-2-carboxylic acid cyclobutylamide trifluoroacetate), C(C)OC(=O)C1=NC2=CC(=CC=C2C(=C1)OCC(=O)O)C (4-Carboxymethoxy-7-methyl-quinoline-2-carboxylic acid ethyl ester), C(CCl)Cl (EDC), FC1=C(C(=C(C(=C1O)F)F)F)F (pentafluorophenol). Reaction conditions: time 2 hour. The reactants are [BH4-], C1CCOC1, CNC(=O)c1ccccc1Oc1ccccc1, CO, I, [Na+]. Yields the product CNCc1ccccc1Oc1ccccc1. Reaction SMILES: [BH4-:18].[CH2:23]1[O:24][CH2:25][CH2:26][CH2:27]1.[CH3:1][NH:2][C:3]([c:4]1[c:5]([O:10][c:11]2[cH:12][cH:13][cH:14][cH:15][cH:16]2)[cH:6][cH:7][cH:8][cH:9]1)=[O:17].[CH3:21][OH:22].[I:20].[Na+:19]>>[CH3:1][NH:2][CH2:3][c:4]1[c:5]([O:10][c:11]2[cH:12][cH:13][cH:14][cH:15][cH:16]2)[cH:6][cH:7][cH:8][cH:9]1. Reactants: CC(C)c1nc2cc(Cl)c(Cl)cc2nc1Cl, [F-], [K+], CN(C)C=O, Cc1nnc(S)s1. Yields the product Cc1nnc(Sc2nc3cc(Cl)c(Cl)cc3nc2C(C)C)s1. RXN SMILES: [Cl:1][c:2]1[n:3][c:4]2[cH:5][c:6]([Cl:16])[c:7]([Cl:15])[cH:8][c:9]2[n:10][c:11]1[CH:12]([CH3:13])[CH3:14].[F-:17].[K+:18].[O:26]=[CH:27][N:28]([CH3:29])[CH3:30].[SH:19][c:20]1[s:21][c:22]([CH3:25])[n:23][n:24]1>>[c:2]1([S:19][c:20]2[s:21][c:22]([CH3:25])[n:23][n:24]2)[n:3][c:4]2[cH:5][c:6]([Cl:16])[c:7]([Cl:15])[cH:8][c:9]2[n:10][c:11]1[CH:12]([CH3:13])[CH3:14]. Reactants: C(C)(=O)OC=CC1=CC=CC=C1 (Acetoxystyrene), 1-phenyl-1-(2',2',6',6'-tetramethyl-1'-piperidinyloxy)-ethane, CC(=O)C (acetone). Solvent: hexanes. Reaction conditions: temperature 127.5 celsius, time 48 hour. The product is C=CC1=CC=C(C=C1)O (Poly(4-hydroxystyrene)). As a reaction SMILES: C(O[CH:5]=[CH:6][C:7]1[CH:12]=[CH:11][CH:10]=[CH:9][CH:8]=1)(=O)C.CC(C)=[O:15]>>[CH2:5]=[CH:6][C:7]1[CH:12]=[CH:11][C:10]([OH:15])=[CH:9][CH:8]=1. Reported procedure: Acetoxystyrene (75.0 g, 0.463 mol) was placed in a 250 mL round bottom flask and purged with N2. The unimolecular initiating system 1-phenyl-1-(2',2',6',6'-tetramethyl-1'-piperidinyloxy)-ethane (1.21 g, 0.00463 mol) (with no separate free radical initiator used) was then added to the monomer. After addition of the initiator, the polymerization mixture was heated to 125-130° C., under N2, and stirred for 48 hours. During the polymerization the polymer solidified in the reaction vessel. The reacti... Starting materials: ClC1=CC=NC2=CC(=C(C=C12)OC)OC (4-Chloro-6,7-dimethoxyquinoline), C(C=1C(O)=CC=CC1)(=O)OCC(C)C (isobutyl salicylate). The reagents and catalysts are CN(C1=CC=NC=C1)C (4-dimethylaminopyridine). The solvent is ClC1=C(C=CC=C1)Cl (o-dichlorobenzene). Run at temperature 140 celsius, time 3 hour. The product is COC=1C=C2C(=CC=NC2=CC1OC)OC1=C(C(=O)OCC(C)C)C=CC=C1 (Isobutyl 2-[(6,7-dimethoxy-4-quinolyl)oxy]benzoate). The yield is 27.6%. RXN SMILES: Cl[C:2]1[C:11]2[C:6](=[CH:7][C:8]([O:14][CH3:15])=[C:9]([O:12][CH3:13])[CH:10]=2)[N:5]=[CH:4][CH:3]=1.[C:16]([O:25][CH2:26][CH:27]([CH3:29])[CH3:28])(=[O:24])[C:17]1[C:18](=[CH:20][CH:21]=[CH:22][CH:23]=1)[OH:19]>CN(C)C1C=CN=CC=1.ClC1C=CC=CC=1Cl>[CH3:13][O:12][C:9]1[CH:10]=[C:11]2[C:6](=[CH:7][C:8]=1[O:14][CH3:15])[N:5]=[CH:4][CH:3]=[C:2]2[O:19][C:18]1[CH:20]=[CH:21][CH:22]=[CH:23][C:17]=1[C:16]([O:25][CH2:26][CH:27]([CH3:29])[CH3:28])=[O:24]. Reported procedure: 4-Chloro-6,7-dimethoxyquinoline (100 mg), isobutyl salicylate (388 mg), and 4-dimethylaminopyridine (244 mg) were suspended in o-dichlorobenzene (1 ml), and the suspension was stirred at 120° C. overnight and at 140° C. for 3 hr. The reaction solution was cooled to room temperature, and the solvent was removed by distillation under the reduced pressure. Water was then added to the residue, and the mixture was extracted with chloroform. The chloroform layer was washed with water and was dried ove... The reactants are FC(C(F)(F)F)(C1=CC=C(CNC(CC2=CC(=CC=C2)C(F)(F)F)=O)C=C1)F (N-(4-pentafluoroethyl-benzyl)-2-(3-trifluoromethyl-phenyl)-acetamide). The solvent is C1CCOC1 (THF), C1CCOC1 (THF). The product is FC(C(F)(F)F)(C1=CC=C(CNCCC2=CC(=CC=C2)C(F)(F)F)C=C1)F ((4-pentafluoroethyl-benzyl)-[2-(3-trifluoromethyl-phenyl)-ethyl]-amine). Yield: 83.4%. Reaction SMILES: [F:1][C:2]([F:28])([C:7]1[CH:27]=[CH:26][C:10]([CH2:11][NH:12][C:13](=O)[CH2:14][C:15]2[CH:20]=[CH:19][CH:18]=[C:17]([C:21]([F:24])([F:23])[F:22])[CH:16]=2)=[CH:9][CH:8]=1)[C:3]([F:6])([F:5])[F:4]>C1COCC1>[F:1][C:2]([F:28])([C:7]1[CH:27]=[CH:26][C:10]([CH2:11][NH:12][CH2:13][CH2:14][C:15]2[CH:20]=[CH:19][CH:18]=[C:17]([C:21]([F:24])([F:22])[F:23])[CH:16]=2)=[CH:9][CH:8]=1)[C:3]([F:6])([F:5])[F:4]. Procedure details: Borane-tetrahydrofuran complex solution (1 M in THF, 2.43 mL, 2.43 mmol) was added at 0° C. to a solution of N-(4-pentafluoroethyl-benzyl)-2-(3-trifluoromethyl-phenyl)-acetamide (200 mg, 0.486 mmol) in THF (3.2 mL), and the homogeneous solution was heated at reflux over 90 min. After cooling, excess reagent was destroyed by careful addition of methanol at 0° C. Volatile material was removed by distillation, then the residue was dissolved in 5% ethanolic sulfuric acid solution (2 mL). The solutio...